Dataset: the Open Reaction Database (ORD), a public repository of structured organic reaction records. Task: describe an organic reaction: reactants, conditions, products, and yield Starting materials: [H][H] (hydrogen), CC(C=O)(CCC#N)C (2,2-dimethyl-4-cyanobutanal), N (ammonia), N (NH3). The solvent is TiO2. Product: CC1(CNCCC1)C (3,3-dimethylpiperidine), CC(CN)(CCCN)C (2,2-dimethylpentane-1,5-diamine). As a reaction SMILES: [CH3:1][C:2]([CH3:9])([CH2:5][CH2:6][C:7]#[N:8])[CH:3]=O.[NH3:10].[H][H]>>[CH3:1][C:2]1([CH3:9])[CH2:5][CH2:6][CH2:7][NH:8][CH2:3]1.[CH3:1][C:2]([CH3:9])([CH2:5][CH2:6][CH2:7][NH2:8])[CH2:3][NH2:10]. Reported procedure: 34.0 g per hour of 2,2-dimethyl-4-cyanobutanal (purity 93.4%, 31.8 g, 0.254 mol) and 1450 ml (870 g, 51.1 mol) per hour of liquid ammonia were pumped at 250 bar and 60° C. through a tubular reactor (diameter 16 mm, fill level 50 cm, oil-heated twin jacket) upstream of the hydrogenation reactor and filled with 63.5 g (100 ml) of TiO2 (anatase) in the form of 1.5 mm pellets. The discharge from the reactor was subsequently passed through the hydrogenation reactor from bottom to top at 250 bar and 1...